Dataset: the Open Reaction Database (ORD), a public repository of structured organic reaction records. Task: describe an organic reaction: reactants, conditions, products, and yield The reactants are [Si](C)(C)(C(C)(C)C)OCCC[C@@]1(CCN(C(O1)=O)[C@@H](C)C1=CC=C(C=C1)CO)C1=CC=CC=C1 ((R)-6-(3-(tert-butyldimethylsilyloxy)propyl)-3-((S)-1-(4-(hydroxymethyl)phenyl)ethyl)-6-phenyl-1,3-oxazinan-2-one), [H-].[Na+] (NaH), CI (CH3I). Run in C1CCOC1 (THF). Run at time 1 hour. The product is [Si](C)(C)(C(C)(C)C)OCCC[C@@]1(CCN(C(O1)=O)[C@@H](C)C1=CC=C(C=C1)COC)C1=CC=CC=C1 ((R)-6-(3-(tert-butyldimethylsilyloxy)propyl)-3-((S)-1-(4-(methoxymethyl)phenyl)ethyl)-6-phenyl-1,3-oxazinan-2-one). Isolated yield 100.5%. As a reaction SMILES: [Si:1]([O:8][CH2:9][CH2:10][CH2:11][C@@:12]1([C:29]2[CH:34]=[CH:33][CH:32]=[CH:31][CH:30]=2)[O:17][C:16](=[O:18])[N:15]([C@H:19]([C:21]2[CH:26]=[CH:25][C:24]([CH2:27][OH:28])=[CH:23][CH:22]=2)[CH3:20])[CH2:14][CH2:13]1)([C:4]([CH3:7])([CH3:6])[CH3:5])([CH3:3])[CH3:2].[H-].[Na+].[CH3:37]I>C1COCC1>[Si:1]([O:8][CH2:9][CH2:10][CH2:11][C@@:12]1([C:29]2[CH:34]=[CH:33][CH:32]=[CH:31][CH:30]=2)[O:17][C:16](=[O:18])[N:15]([C@H:19]([C:21]2[CH:22]=[CH:23][C:24]([CH2:27][O:28][CH3:37])=[CH:25][CH:26]=2)[CH3:20])[CH2:14][CH2:13]1)([C:4]([CH3:5])([CH3:6])[CH3:7])([CH3:2])[CH3:3] |f:1.2|. Procedure details: To a solution of (R)-6-(3-(tert-butyldimethylsilyloxy)propyl)-3-((S)-1-(4-(hydroxymethyl)phenyl)ethyl)-6-phenyl-1,3-oxazinan-2-one (10 mg, 0.02 mmol) in THF (5 mL) was added NaH (1.4 mg) at 0° C. After stirring for 1 h at rt, the mixture was cooled to 0° C., and CH3I (90 mg 0.78 mmol) was added. The mixture was stirred overnight at rt. The reaction was quenched with H2O, and the layers were separated. The aqueous layer was extracted with CH2Cl2 for two times. The organic layer was combined, wash... Yields the product Cl, CC(=O)N1CC(C)CC(N)C1. Reaction SMILES: [C:1]([O:2][C:3](=[O:4])[NH:7][CH:8]1[CH2:9][N:10]([C:15]([CH3:16])=[O:17])[CH2:11][CH:12]([CH3:14])[CH2:13]1)([CH3:5])([CH3:6])[CH3:18].[Cl:26][CH2:27][Cl:28].[ClH:19].[O:20]1[CH2:21][CH2:22][O:23][CH2:24][CH2:25]1>>[ClH:19].[NH2:7][CH:8]1[CH2:9][N:10]([C:15]([CH3:16])=[O:17])[CH2:11][CH:12]([CH3:14])[CH2:13]1. Starting materials: CC(=O)N1CC(C)CC(NC(=O)OC(C)(C)C)C1, ClCCl, Cl, C1COCCO1. Starting materials: CO, CC(C#N)c1ccc(OC(F)F)c(OC2CCOC2)c1, N. The product is CC(CN)c1ccc(OC(F)F)c(OC2CCOC2)c1. RXN SMILES: [CH3:21][OH:22].[F:1][CH:2]([O:3][c:4]1[c:5]([O:14][CH:15]2[CH2:16][O:17][CH2:18][CH2:19]2)[cH:6][c:7]([CH:10]([C:11]#[N:12])[CH3:13])[cH:8][cH:9]1)[F:20].[NH3:23]>>[F:1][CH:2]([O:3][c:4]1[c:5]([O:14][CH:15]2[CH2:16][O:17][CH2:18][CH2:19]2)[cH:6][c:7]([CH:10]([CH2:11][NH2:12])[CH3:13])[cH:8][cH:9]1)[F:20]. The reactants are C(C1=CC=CC=C1)C1=C(N)C=CC(=C1)Br (2-benzyl-4-bromo-aniline), C(=O)OCC (ethyl formate). Product: C(C1=CC=CC=C1)C1=C(NC=O)C=CC(=C1)Br (2-Benzy-4-bromo-N-(formyl)aniline). As a reaction SMILES: [CH2:1]([C:8]1[CH:14]=[C:13]([Br:15])[CH:12]=[CH:11][C:9]=1[NH2:10])[C:2]1[CH:7]=[CH:6][CH:5]=[CH:4][CH:3]=1.[CH:16](OCC)=[O:17]>>[CH2:1]([C:8]1[CH:14]=[C:13]([Br:15])[CH:12]=[CH:11][C:9]=1[NH:10][CH:16]=[O:17])[C:2]1[CH:3]=[CH:4][CH:5]=[CH:6][CH:7]=1. Procedure: Using the general procedure of Coll. Czech. Chem. Commun. 1965, 30, 1163-1172, 2-benzyl-4-bromo-aniline, prepared as in Khim. Geterotsikl. Soedin. 1983, 3, 411-414, is heated with ethyl formate to afford the title compound. Reactants: ClC=1C=C(C=CC1Cl)C1=NC=2N(C(=C1)C(F)(F)F)N=CC2C#C (5-(3,4-dichloro-phenyl)-3-ethynyl-7-trifluoromethyl-pyrazolo[1,5-a]pyrimidine), BrC1=CC=C(S1)S(=O)(=O)N (5-bromo-thiophene-2-sulfonic acid amide). Yields the product ClC=1C=C(C=CC1Cl)C1=NC=2N(C(=C1)C(F)(F)F)N=CC2C#CC2=CC=C(S2)S(=O)(=O)N (5-[5-(3,4-Dichloro-phenyl)-7-trifluoromethyl-pyrazolo[1,5-a]pyrimidin-3-ylethynyl]-thiophene-2-sulfonic acid amide), solid. Yield: 32.0%. Reaction SMILES: [Cl:1][C:2]1[CH:3]=[C:4]([C:9]2[CH:14]=[C:13]([C:15]([F:18])([F:17])[F:16])[N:12]3[N:19]=[CH:20][C:21]([C:22]#[CH:23])=[C:11]3[N:10]=2)[CH:5]=[CH:6][C:7]=1[Cl:8].Br[C:25]1[S:29][C:28]([S:30]([NH2:33])(=[O:32])=[O:31])=[CH:27][CH:26]=1>>[Cl:1][C:2]1[CH:3]=[C:4]([C:9]2[CH:14]=[C:13]([C:15]([F:16])([F:17])[F:18])[N:12]3[N:19]=[CH:20][C:21]([C:22]#[C:23][C:25]4[S:29][C:28]([S:30]([NH2:33])(=[O:32])=[O:31])=[CH:27][CH:26]=4)=[C:11]3[N:10]=2)[CH:5]=[CH:6][C:7]=1[Cl:8]. Procedure: The title compound was prepared from 5-(3,4-dichloro-phenyl)-3-ethynyl-7-trifluoromethyl-pyrazolo[1,5-a]pyrimidine (example C.9) (89 mg, 0.25 mmol) and 5-bromo-thiophene-2-sulfonic acid amide (61 mg, 0.25 mmol) according to general procedure II. Obtained as a yellow solid (42 mg, 32%). MS (ISP) 517.0 [(M+H)+]; mp 231-232° C.